Task: describe an organic reaction: reactants, conditions, products, and yield. Dataset: the Open Reaction Database (ORD), a public repository of structured organic reaction records Reactants: Cc1c(S(=O)(=O)Cl)sc2ccc(Cl)cc12, ClCCl, COc1ccc(S(=O)(=O)C(F)(F)F)cc1S(=O)(=O)Nc1ccccc1N, c1ccncc1. The product is COc1ccc(S(=O)(=O)C(F)(F)F)cc1S(=O)(=O)Nc1ccccc1NS(=O)(=O)c1sc2ccc(Cl)cc2c1C. Reaction SMILES: [Cl:27][c:28]1[cH:29][c:30]2[c:31]([s:32][c:33]([S:36](=[O:37])(=[O:38])[Cl:39])[c:34]2[CH3:35])[cH:40][cH:41]1.[Cl:42][CH2:43][Cl:44].[NH2:1][c:2]1[c:3]([NH:8][S:9](=[O:10])(=[O:11])[c:12]2[c:13]([O:25][CH3:26])[cH:14][cH:15][c:16]([S:18](=[O:19])(=[O:20])[C:21]([F:22])([F:23])[F:24])[cH:17]2)[cH:4][cH:5][cH:6][cH:7]1.[cH:45]1[cH:46][cH:47][n:48][cH:49][cH:50]1>>[NH:1]([c:2]1[c:3]([NH:8][S:9](=[O:10])(=[O:11])[c:12]2[c:13]([O:25][CH3:26])[cH:14][cH:15][c:16]([S:18](=[O:19])(=[O:20])[C:21]([F:22])([F:23])[F:24])[cH:17]2)[cH:4][cH:5][cH:6][cH:7]1)[S:36]([c:33]1[s:32][c:31]2[c:30]([cH:29][c:28]([Cl:27])[cH:41][cH:40]2)[c:34]1[CH3:35])(=[O:37])=[O:38].